Dataset: the Open Reaction Database (ORD), a public repository of structured organic reaction records. Task: describe an organic reaction: reactants, conditions, products, and yield Reactants: O=C([O-])[O-], CCOC(=O)CNC(=C(C#N)C#N)N1CCCC(NC(=O)OC(C)(C)C)C1, CC(C)=O, Clc1ccccc1CBr, [K+], [K+], O. Yields the product CCOC(=O)CN(Cc1ccccc1Cl)C(=C(C#N)C#N)N1CCCC(NC(=O)OC(C)(C)C)C1. RXN SMILES: [C:37](=[O:38])([O-:39])[O-:40].[CH2:1]([CH3:2])[O:3][C:4]([CH2:5][NH:6][C:7](=[C:8]([C:9]#[N:10])[C:11]#[N:12])[N:13]1[CH2:14][CH:15]([NH:19][C:20](=[O:21])[O:22][C:23]([CH3:24])([CH3:25])[CH3:26])[CH2:16][CH2:17][CH2:18]1)=[O:27].[CH3:44][C:45](=[O:46])[CH3:47].[Cl:28][c:29]1[c:30]([CH2:31][Br:32])[cH:33][cH:34][cH:35][cH:36]1.[K+:41].[K+:42].[OH2:43]>>[CH2:1]([CH3:2])[O:3][C:4]([CH2:5][N:6]([C:7](=[C:8]([C:9]#[N:10])[C:11]#[N:12])[N:13]1[CH2:14][CH:15]([NH:19][C:20](=[O:21])[O:22][C:23]([CH3:24])([CH3:25])[CH3:26])[CH2:16][CH2:17][CH2:18]1)[CH2:31][c:30]1[c:29]([Cl:28])[cH:36][cH:35][cH:34][cH:33]1)=[O:27]. The reactants are C([O-])(O)=O.[Na+] (sodium bicarbonate), O1C(=CC=C1)C(=O)OC (2-methyl furate), C(C)[Mg]Br (Ethyl magnesium bromide), ethyl, C(C)OCC (diethyl ether). Solvent: O (water), C1CCOC1 (THF). Reaction conditions: temperature -30 celsius, time 8 hour. The product is O1C(=CC=C1)C(CC)(CC)O (3-(2-Furanyl)pentan-3-ol). As a reaction SMILES: [O:1]1[CH:5]=[CH:4][CH:3]=[C:2]1[C:6]([O:8]C)=O.[CH2:10]([Mg]Br)[CH3:11].C(=O)(O)[O-].[Na+].[CH2:19](OCC)[CH3:20]>C1COCC1.O>[O:1]1[CH:5]=[CH:4][CH:3]=[C:2]1[C:6]([OH:8])([CH2:10][CH3:11])[CH2:19][CH3:20] |f:2.3|. Procedure details: 2-methyl furate (10.0 g, 79 mmol) is dissolved in THF (100 mL) under a nitrogen atmosphere. Ethyl magnesium bromide (3.0 M in Et2O, 55 ml, 166 mmol) is added initially at room temperature. The reaction is cooled to −30° C., and the remaining ethyl Grignard added. The mixture is stirred overnight at room temperature. Saturated sodium bicarbonate solution (10 mL) is added to the stirring solution followed by diethyl ether (100 mL) and water (50 mL). The organic layer is separated and washed with w... Starting materials: BrBr, CC(=O)O, CC(=O)Nc1nc(CCOC(C)=O)cs1. Product: CC(=O)Nc1nc(CCOC(C)=O)c(Br)s1. As a reaction SMILES: [Br:1][Br:2].[C:18]([OH:19])(=[O:20])[CH3:21].[C:3]([CH3:4])(=[O:5])[O:6][CH2:7][CH2:8][c:9]1[n:10][c:11]([NH:14][C:15]([CH3:16])=[O:17])[s:12][cH:13]1>>[Br:1][c:13]1[c:9]([CH2:8][CH2:7][O:6][C:3]([CH3:4])=[O:5])[n:10][c:11]([NH:14][C:15]([CH3:16])=[O:17])[s:12]1. Starting materials: C(C1=CC=CC=C1)N1CC(CC1)(O)CNCCC1=CC=CC=C1 (1-benzyl-3-benzylmethylaminomethyl-3-hydroxypyrrolidine), [H-].[Na+] (sodium hydride), ice water, [H][H] (hydrogen), CI (methyl iodide). Run in O1CCCC1 (tetrahydrofuran), O1CCCC1 (tetrahydrofuran). Reaction conditions: time 8 hour. The product is C(C1=CC=CC=C1)N1CC(CC1)(OC)CNCCC1=CC=CC=C1 (1-Benzyl-3-benzylmethylaminomethyl-3-methoxypyrrolidine). RXN SMILES: [CH2:1]([N:8]1[CH2:12][CH2:11][C:10]([CH2:14][NH:15][CH2:16][CH2:17][C:18]2[CH:23]=[CH:22][CH:21]=[CH:20][CH:19]=2)([OH:13])[CH2:9]1)[C:2]1[CH:7]=[CH:6][CH:5]=[CH:4][CH:3]=1.[H-].[Na+].[H][H].[CH3:28]I>O1CCCC1>[CH2:1]([N:8]1[CH2:12][CH2:11][C:10]([CH2:14][NH:15][CH2:16][CH2:17][C:18]2[CH:23]=[CH:22][CH:21]=[CH:20][CH:19]=2)([O:13][CH3:28])[CH2:9]1)[C:2]1[CH:3]=[CH:4][CH:5]=[CH:6][CH:7]=1 |f:1.2|. Procedure: 26 g (83 mmol) of crude 1-benzyl-3-benzylmethylaminomethyl-3-hydroxypyrrolidine in 50 ml of absolute tetrahydrofuran are added dropwise to 4 g of 80% strength sodium hydride in 100 ml of absolute tetrahydrofuran and the mixture is heated under reflux during this. After completion of hydrogen evolution, 12.4 g (87 mmol) of methyl iodide are slowly added dropwise and the mixture is subsequently heated overnight under reflux. The product is poured into ice water and extracted using toluene, the ext... Reactants: [OH-].[Na+] (sodium hydroxide), IC1=C(N)C=CC=C1 (2-iodoaniline), CC1=CC=C(C=C1)B(O)O (4-methylphenylboronic acid), ClCCl (dichloromethane). The reagents and catalysts are C1=CC=C(C=C1)P([C-]2C=CC=C2)C3=CC=CC=C3.C1=CC=C(C=C1)P([C-]2C=CC=C2)C3=CC=CC=C3.Cl[Pd]Cl.[Fe+2] ([1,1′-bis(diphenylphosphino)ferrocene]dichloropalladium). The solvent is O1CCCC1 (tetrahydrofuran). Yields the product CC1=CC=C(C=C1)C=1C(=CC=CC1)N (4′-Methyl-1,1′-biphenyl-2-amine). Yield: 78.1%. As a reaction SMILES: I[C:2]1[CH:8]=[CH:7][CH:6]=[CH:5][C:3]=1[NH2:4].[CH3:9][C:10]1[CH:15]=[CH:14][C:13](B(O)O)=[CH:12][CH:11]=1.ClCCl.[OH-].[Na+]>O1CCCC1.C1C=CC(P(C2C=CC=CC=2)[C-]2C=CC=C2)=CC=1.C1C=CC(P(C2C=CC=CC=2)[C-]2C=CC=C2)=CC=1.Cl[Pd]Cl.[Fe+2]>[CH3:9][C:10]1[CH:15]=[CH:14][C:13]([C:2]2[C:3]([NH2:4])=[CH:5][CH:6]=[CH:7][CH:8]=2)=[CH:12][CH:11]=1 |f:3.4,6.7.8.9|. Procedure: A stirred solution of 2-iodoaniline (5.0 g, 22.8 mmol), and 4-methylphenylboronic acid (3.1 g, 22.8 mmol) in tetrahydrofuran was treated under argon with [1,1′-bis(diphenylphosphino)ferrocene]dichloropalladium (II) complex with dichloromethane (1:1) (0.37 g, 0.46 mmol), and a 5.0 N sodium hydroxide solution (9.1 mL, 45.7 mmol). The reaction mixture was heated under reflux for 24 hours, cooled to room temperature, and washed with a saturated, aqueous, sodium chloride solution. The aqueous phase w... The reactants are COC=1C=C(C=C(C1OC)OC)CS(=O)(=O)[O-] (3,4,5-trimethoxyphenylmethanesulfonate), FC1=CC=C(N)C=C1 (4-fluoroaniline), C(=O)([O-])[O-].[K+].[K+] (K2CO3). Run in CC(C)(C)O (t-BuOH). Run at temperature 110 celsius. Yields the product FC1=CC=C(C=C1)NC1=CC(=C(C(=C1)OC)OC)OC (N-(4-fluorophenyl)-3,4,5-trimethoxyaniline). Isolated yield 86.6%. RXN SMILES: [CH3:1][O:2][C:3]1[CH:4]=[C:5](CS([O-])(=O)=O)[CH:6]=[C:7]([O:11][CH3:12])[C:8]=1[O:9][CH3:10].[F:18][C:19]1[CH:25]=[CH:24][C:22]([NH2:23])=[CH:21][CH:20]=1.C([O-])([O-])=O.[K+].[K+]>CC(O)(C)C>[F:18][C:19]1[CH:25]=[CH:24][C:22]([NH:23][C:5]2[CH:6]=[C:7]([O:11][CH3:12])[C:8]([O:9][CH3:10])=[C:3]([O:2][CH3:1])[CH:4]=2)=[CH:21][CH:20]=1 |f:2.3.4|. Reported procedure: Following general procedure A, a mixture of 3,4,5-trimethoxyphenylmethanesulfonate (131 mg, 0.5 mmol), 4-fluoroaniline (57 μL, 0.6 mmol), K2CO3 (97 mg, 0.7 mmol), 10 (4 mg, 1 mol %), 1 (2.5 mg, 1 mol %), and t-BuOH (6 mL) was heated to 110° C. for 16 h. The crude product was purified via the Biotage SP4 (silica-packed 25+M; 5-40% EtOAc/hexanes) to provide the title compound as a yellow oil (120 mg, 87%). 1H NMR (300 MHz, CDCl3) δ: 6.99 (m, 4H), 6.22 (s, 2H), 5.57 (s, 1H), 3.80 (s, 3H), 3.78 (s, ... Starting materials: CON(C(C1=C(C=CC=C1)SC)=O)C (N-Methoxy-N-methyl-2-methylsulfanyl-benzamide), BrC1=NC=C(C=C1N(S(=O)(=O)C1=CC(=C(C=C1)Cl)C(F)(F)F)COC)Cl (N-(2-bromo-5-chloro-pyridin-3-yl)-4-chloro-N-methoxymethyl-3-trifluoromethyl-benzenesulfonamide), C(C)(C)[Mg]Cl (isopropylmagnesiumchloride). The solvent is C1CCOC1 (THF), C1CCOC1 (THF). Reaction conditions: temperature 0 celsius, time 30 minute. The product is ClC1=C(C=C(C=C1)S(=O)(=O)N(COC)C=1C(=NC=C(C1)Cl)C(C1=C(C=CC=C1)SC)=O)C(F)(F)F (4-chloro-N-[5-chloro-2-(2-methylsulfanyl-benzoyl)-pyridin-3-yl]-N-methoxymethyl-3-trifluoromethyl-benzenesulfonamide). RXN SMILES: Br[C:2]1[C:7]([N:8]([CH2:23][O:24][CH3:25])[S:9]([C:12]2[CH:17]=[CH:16][C:15]([Cl:18])=[C:14]([C:19]([F:22])([F:21])[F:20])[CH:13]=2)(=[O:11])=[O:10])=[CH:6][C:5]([Cl:26])=[CH:4][N:3]=1.C([Mg]Cl)(C)C.CON(C)[C:35](=[O:44])[C:36]1[CH:41]=[CH:40][CH:39]=[CH:38][C:37]=1[S:42][CH3:43]>C1COCC1>[Cl:18][C:15]1[CH:16]=[CH:17][C:12]([S:9]([N:8]([C:7]2[C:2]([C:35](=[O:44])[C:36]3[CH:41]=[CH:40][CH:39]=[CH:38][C:37]=3[S:42][CH3:43])=[N:3][CH:4]=[C:5]([Cl:26])[CH:6]=2)[CH2:23][O:24][CH3:25])(=[O:11])=[O:10])=[CH:13][C:14]=1[C:19]([F:22])([F:21])[F:20]. Reported procedure: To a stirred solution of N-(2-bromo-5-chloro-pyridin-3-yl)-4-chloro-N-methoxymethyl-3-trifluoromethyl-benzenesulfonamide (8.26 g, 16.6 mmol) in anhydrous THF (50 mL) was added 2 M isopropylmagnesiumchloride in THF (18.4 mL, 36.8 mmol) at −40° C. It was then warmed to 0° C. and stirred at the same temperature for 30 minutes and then N-Methoxy-N-methyl-2-methylsulfanyl-benzamide (10.5 g, 49.8 mmol) was added in and the progress of the reaction was followed by LCMS. The reaction mixture was warmed ... Reactants: OC1=CC=C(C=C1)CCCCC1C(COC2=CC(=CC=C12)OCOC)(C)C1=CC=C(C=C1)OCOC (4-[4-(4-hydroxyphenyl)-1-butyl]-7-methoxymethyloxy-3-(4-methoxymethyloxyphenyl)-3-methylchroman), [H-].[Na+] (sodium hydride), O (water), C(C)(C)(C)OC(CBr)=O (Bromoacetic acid tert-butylester). Run in O1CCCC1 (tetrahydrofuran). Run at time 20 minute. Yields the product C(C)(C)(C)OC(=O)COC1=CC=C(C=C1)CCCCC1C(COC2=CC(=CC=C12)OCOC)(C)C1=CC=C(C=C1)OCOC (4-{4-[4-(t-butoxycarbonylmethyloxy)phenyl]-1-butyl}-7-methoxymethyloxy-3-(4-methoxymethyloxyphenyl)-3-methylchroman). Isolated yield 99.5%. RXN SMILES: [OH:1][C:2]1[CH:7]=[CH:6][C:5]([CH2:8][CH2:9][CH2:10][CH2:11][CH:12]2[C:21]3[C:16](=[CH:17][C:18]([O:22][CH2:23][O:24][CH3:25])=[CH:19][CH:20]=3)[O:15][CH2:14][C:13]2([C:27]2[CH:32]=[CH:31][C:30]([O:33][CH2:34][O:35][CH3:36])=[CH:29][CH:28]=2)[CH3:26])=[CH:4][CH:3]=1.[H-].[Na+].[C:39]([O:43][C:44](=[O:47])[CH2:45]Br)([CH3:42])([CH3:41])[CH3:40].O>O1CCCC1>[C:39]([O:43][C:44]([CH2:45][O:1][C:2]1[CH:7]=[CH:6][C:5]([CH2:8][CH2:9][CH2:10][CH2:11][CH:12]2[C:21]3[C:16](=[CH:17][C:18]([O:22][CH2:23][O:24][CH3:25])=[CH:19][CH:20]=3)[O:15][CH2:14][C:13]2([C:27]2[CH:28]=[CH:29][C:30]([O:33][CH2:34][O:35][CH3:36])=[CH:31][CH:32]=2)[CH3:26])=[CH:4][CH:3]=1)=[O:47])([CH3:42])([CH3:41])[CH3:40] |f:1.2|. Procedure details: To a solution of 4-[4-(4-hydroxyphenyl)-1-butyl]-7-methoxymethyloxy-3-(4-methoxymethyloxyphenyl)-3-methylchroman (481 mg, 0.976 mmol) in dry tetrahydrofuran (8 ml) was added sodium hydride (22.7 mg, 1.418 mmol) at room temperature and stirred for 20 minutes. Bromoacetic acid tert-butylester (276.7 mg, 1.418 mmol) was added thereto at the same temperature and stirred for 20 minutes. After the reaction was completed, water was added to the reaction solution, and the resulting solution was extracte... Reactants: O=C(CCC(=O)OCC)CCC(=O)OCC (diethyl 4-oxopimelate), C(C)O (ethanol), O.NN (hydrazine monohydrate). Run at time 1 hour. Product: O=C1NN=C(CC1)C(C(=O)OCC)C (Ethyl (3-oxo-2,3,4,5-Tetrahydropyridazin-6-yl)propionate). RXN SMILES: [OH2:1].[NH2:2][NH2:3].O=[C:5]([CH2:13][CH2:14][C:15]([O:17][CH2:18][CH3:19])=[O:16])[CH2:6][CH2:7]C(OCC)=O.[CH2:20](O)C>>[O:1]=[C:7]1[CH2:6][CH2:5][C:13]([CH:14]([CH3:20])[C:15]([O:17][CH2:18][CH3:19])=[O:16])=[N:3][NH:2]1 |f:0.1|. Procedure details: To a solution of hydrazine monohydrate (95 mmol, 4.76 g) in abs. ethanol (50 mL) was added diethyl 4-oxopimelate (100 mmol, 23.03 g). The mixture was stirred at rt. for 1 h and evaporated to dryness in vacuo to give the desired product (18.96 g, quantitative) as a pure (HPCL 260 nm) white solid. The material was analyzed by HPLC (260 nm) and found to be pure. UV λmax 242 nm. 1H NMR (CDCl3): δ 8.61 (s br, 1H, NH), 4.11 (q, J=7.1 Hz, 2H, CH2), 2.60-2.55 (m, 4H, 2CH2), 2.50.2.40 (m, 4H, 2CH2), 1.22... Reactants: LiAl(O-t-Bu)3H, [H-].[H-].[H-].[H-].[Li+].[Al+3] (LAH), 1-B, N[C@H](CC1CCCCC1)C(=O)N1[C@H](C(=O)N[C@@H](CCCNC(N)=N)C=O)CCC1.Cl.O (D-Cha-Pro-Arg-H.HCl hydrate), N([C@H](CC1CCCCC1)C(=O)O)C(=O)OC(C)(C)C (Boc-D-Cha-OH), 1-C, 1-I, tripeptide arginine lactam. Yields the product N[C@H](CC1CCCCC1)C(=O)N1[C@H](C(=O)N[C@@H](CCCNC(N)=N)C=O)CCC1.Cl (D-Cha-Pro-Arg-H.HCl). Reaction SMILES: [NH2:1][C@@H:2]([C:10]([N:12]1[CH2:29][CH2:28][CH2:27][C@H:13]1[C:14]([NH:16][C@H:17]([CH:25]=[O:26])[CH2:18][CH2:19][CH2:20][NH:21][C:22](=[NH:24])[NH2:23])=[O:15])=[O:11])[CH2:3][CH:4]1[CH2:9][CH2:8][CH2:7][CH2:6][CH2:5]1.[ClH:30].O.N(C(OC(C)(C)C)=O)[C@@H](C(O)=O)CC1CCCCC1.[H-].[H-].[H-].[H-].[Li+].[Al+3]>>[NH2:1][C@@H:2]([C:10]([N:12]1[CH2:29][CH2:28][CH2:27][C@H:13]1[C:14]([NH:16][C@H:17]([CH:25]=[O:26])[CH2:18][CH2:19][CH2:20][NH:21][C:22](=[NH:23])[NH2:24])=[O:15])=[O:11])[CH2:3][CH:4]1[CH2:5][CH2:6][CH2:7][CH2:8][CH2:9]1.[ClH:30] |f:0.1.2,4.5.6.7.8.9,10.11|. Reported procedure: By methods substantially equivalent to those described in Example 1-A, 1-B, 1-C, 1-D, 1-H and 1-I, 2.14 g of NMI-D-Cha-Pro-Arg-H.HCl hydrate was prepared using Boc-D-Cha-OH in place of Boc-D-Phe-OH. Also, the tripeptide arginine lactam was reduced with LiAl(O-t-Bu)3H at -23° C. rather than LAH at -78° C.